The task is: describe an organic reaction: reactants, conditions, products, and yield. This data is from the Open Reaction Database (ORD), a public repository of structured organic reaction records. Starting materials: NC=1C=CC(=C(C(=O)OCC)C1)OC=1C=C(C=NC1)Cl (ethyl 5-amino-2-(3-chloro-5-pyridyloxy)benzoate), ClC1=C(C(=CC=C1)Cl)S(=O)(=O)Cl (2,6-dichlorobenzenesulfonyl chloride), C(Cl)Cl (CH2Cl2). Solvent: CN(C=O)C (dimethylformamide). The product is ClC1=C(C(=CC=C1)Cl)S(=O)(=O)NC=1C=CC(=C(C(=O)OCC)C1)OC=1C=C(C=NC1)Cl (ethyl 5-(2,6-dichlorobenzenesulfonamido)-2-(3-chloro-5-pyridyloxy)benzoate). The yield is 14.0%. Reaction SMILES: [NH2:1][C:2]1[CH:3]=[CH:4][C:5]([O:13][C:14]2[CH:15]=[C:16]([Cl:20])[CH:17]=[N:18][CH:19]=2)=[C:6]([CH:12]=1)[C:7]([O:9][CH2:10][CH3:11])=[O:8].[Cl:21][C:22]1[CH:27]=[CH:26][CH:25]=[C:24]([Cl:28])[C:23]=1[S:29](Cl)(=[O:31])=[O:30].C(Cl)Cl>CN(C)C=O>[Cl:21][C:22]1[CH:27]=[CH:26][CH:25]=[C:24]([Cl:28])[C:23]=1[S:29]([NH:1][C:2]1[CH:3]=[CH:4][C:5]([O:13][C:14]2[CH:15]=[C:16]([Cl:20])[CH:17]=[N:18][CH:19]=2)=[C:6]([CH:12]=1)[C:7]([O:9][CH2:10][CH3:11])=[O:8])(=[O:31])=[O:30]. Procedure details: The title compound was prepared using the procedure described in Example 3, beginning with 0.1 g of the aniline of Example 1 and 2,6-dichlorobenzenesulfonyl chloride and using dimethylformamide as solvent in place of CH2Cl2. After workup, 0.024 g (14%) of the title sulfonamide was obtained